Task: describe an organic reaction: reactants, conditions, products, and yield. Dataset: the Open Reaction Database (ORD), a public repository of structured organic reaction records The reactants are ClCCl, [Na+], O=C([O-])O, BrP(Br)Br, CC(O)c1ccc2ncccc2c1. Product: CC(Br)c1ccc2ncccc2c1. RXN SMILES: [Cl:23][CH2:24][Cl:25].[Na+:22].[O-:18][C:19]([OH:20])=[O:21].[P:14]([Br:15])([Br:16])[Br:17].[n:1]1[cH:2][cH:3][cH:4][c:5]2[cH:6][c:7]([CH:11]([CH3:12])[OH:13])[cH:8][cH:9][c:10]12>>[n:1]1[cH:2][cH:3][cH:4][c:5]2[cH:6][c:7]([CH:11]([CH3:12])[Br:15])[cH:8][cH:9][c:10]12. Reactants: BrC1=CC(=C(C(=O)N)C=C1OC1=C(C=C(C=C1)F)F)NS(=O)(=O)CC (4-bromo-5-(2,4-difluorophenoxy)-2-(ethylsulfonamido)benzamide), O1CCOCC1 (dioxane), N1=CC=CC=C1 (pyridine), FC(C(=O)OC(C(F)(F)F)=O)(F)F (2,2,2-trifluoroacetic anhydride). The solvent is O (Water). Conditions: time 1 hour. Yields the product BrC=1C(=CC(=C(C1)NS(=O)(=O)CC)C#N)OC1=C(C=C(C=C1)F)F (N-(5-bromo-2-cyano-4-(2,4-difluorophenoxy)phenyl)ethanesulfonamide). Yield: 61.1%. RXN SMILES: [Br:1][C:2]1[C:10]([O:11][C:12]2[CH:17]=[CH:16][C:15]([F:18])=[CH:14][C:13]=2[F:19])=[CH:9][C:5]([C:6]([NH2:8])=O)=[C:4]([NH:20][S:21]([CH2:24][CH3:25])(=[O:23])=[O:22])[CH:3]=1.O1CCOCC1.N1C=CC=CC=1.FC(F)(F)C(OC(=O)C(F)(F)F)=O>O>[Br:1][C:2]1[C:10]([O:11][C:12]2[CH:17]=[CH:16][C:15]([F:18])=[CH:14][C:13]=2[F:19])=[CH:9][C:5]([C:6]#[N:8])=[C:4]([NH:20][S:21]([CH2:24][CH3:25])(=[O:23])=[O:22])[CH:3]=1. Procedure: To a suspension of Example 324e (230 mg, 0.53 mmol) and dioxane (1.5 mL) was added pyridine (0.14 mL, 1.7 mmol) followed by 2,2,2-trifluoroacetic anhydride (0.14 mL, 0.99 mmol). The reaction mixture was stirred at ambient temperature for 1 hour. Water was added and the solution was extracted with ethyl acetate. The organic layer was washed with water, saturated aqueous sodium chloride, dried over anhydrous magnesium sulfate, filtered, and concentrated. The residue was purified by flash chromatog...